This data is from the Open Reaction Database (ORD), a public repository of structured organic reaction records. The task is: describe an organic reaction: reactants, conditions, products, and yield Starting materials: [Li]CCCC, CCCCCC, Cc1nnnn1C, Cl, COC(=O)c1cc(OC)ccc1N, C1CCOC1, O. The product is COc1ccc(N)c(C(=O)Cc2nnnn2C)c1. Reaction SMILES: [CH2:1]([Li:2])[CH2:3][CH2:4][CH3:5].[CH3:27][CH2:28][CH2:29][CH2:30][CH2:31][CH3:32].[CH3:6][n:7]1[n:8][n:9][n:10][c:11]1[CH3:12].[ClH:26].[NH2:13][c:14]1[c:15]([C:16](=[O:17])[O:18][CH3:19])[cH:20][c:21]([O:24][CH3:25])[cH:22][cH:23]1.[O:33]1[CH2:34][CH2:35][CH2:36][CH2:37]1.[OH2:38]>>[CH3:6][n:7]1[n:8][n:9][n:10][c:11]1[CH2:12][C:16]([c:15]1[c:14]([NH2:13])[cH:23][cH:22][c:21]([O:24][CH3:25])[cH:20]1)=[O:17]. Reactants: C(=O)(C(F)(F)F)O (TFA), FC1(CCC(CC1)C(=O)NC=1C=C2C(=NN(C2=CC1)C1OCCCC1)C1=NC2=C(N1)C=CC(=C2)N2CCOCC2)F (4,4-difluoro-N-(3-(5-morpholino-1H-benzo[d]imidazol-2-yl)-1-(tetrahydro-2H-pyran-2-yl)-1H-indazol-5-yl)cyclohexanecarboxamide). The solvent is C(Cl)Cl (CH2Cl2). Run at time 8 hour. Product: FC1(CCC(CC1)C(=O)NC=1C=C2C(=NNC2=CC1)C1=NC2=C(N1)C=CC(=C2)N2CCOCC2)F (4,4-difluoro-N-(3-(5-morpholino-1H-benzo[d]imidazol-2-yl)-1H-indazol-5-yl)cyclohexanecarboxamide). The yield is 78.3%. RXN SMILES: C(O)(C(F)(F)F)=O.[F:8][C:9]1([F:48])[CH2:14][CH2:13][CH:12]([C:15]([NH:17][C:18]2[CH:19]=[C:20]3[C:24](=[CH:25][CH:26]=2)[N:23](C2CCCCO2)[N:22]=[C:21]3[C:33]2[NH:37][C:36]3[CH:38]=[CH:39][C:40]([N:42]4[CH2:47][CH2:46][O:45][CH2:44][CH2:43]4)=[CH:41][C:35]=3[N:34]=2)=[O:16])[CH2:11][CH2:10]1>C(Cl)Cl>[F:48][C:9]1([F:8])[CH2:10][CH2:11][CH:12]([C:15]([NH:17][C:18]2[CH:19]=[C:20]3[C:24](=[CH:25][CH:26]=2)[NH:23][N:22]=[C:21]3[C:33]2[NH:37][C:36]3[CH:38]=[CH:39][C:40]([N:42]4[CH2:47][CH2:46][O:45][CH2:44][CH2:43]4)=[CH:41][C:35]=3[N:34]=2)=[O:16])[CH2:13][CH2:14]1. Reported procedure: TFA (0.082 mL, 1.063 mmol) was added to a solution of 4,4-difluoro-N-(3-(5-morpholino-1H-benzo[d]imidazol-2-yl)-1-(tetrahydro-2H-pyran-2-yl)-1H-indazol-5-yl)cyclohexanecarboxamide (6 mg, 10.63 μmol) in CH2Cl2 (5 mL). The reaction mixture was stirred overnight at room temperature, and the solvent was removed in vacuo. Purification by flash column chromatography (5% CH3OH/CH2Cl2) afforded the title compound (4 mg) as a solid. 1H NMR: (400 MHz, CD3OD): δ 8.46 (s, 1H), 7.69 (m, 1H), 7.57 (m 2H), 7.1... The reactants are C(C)OC(=O)C1=NC(=CC(=C1)Br)C (4-Bromo-6-methyl-pyridine-2-carboxylic acid ethyl ester), N1=CN=CC(=C1)B(O)O (5-Pyrimidineboronic acid). Product: C(C)OC(=O)C1=NC(=CC(=C1)C=1C=NC=NC1)C (6-Methyl-4-pyrimidin-5-yl-pyridine-2-carboxylic acid ethyl ester). RXN SMILES: [CH2:1]([O:3][C:4]([C:6]1[CH:11]=[C:10](Br)[CH:9]=[C:8]([CH3:13])[N:7]=1)=[O:5])[CH3:2].[N:14]1[CH:19]=[C:18](B(O)O)[CH:17]=[N:16][CH:15]=1>>[CH2:1]([O:3][C:4]([C:6]1[CH:11]=[C:10]([C:18]2[CH:19]=[N:14][CH:15]=[N:16][CH:17]=2)[CH:9]=[C:8]([CH3:13])[N:7]=1)=[O:5])[CH3:2]. Reported procedure: The title compound, was prepared from 4-Bromo-6-methyl-pyridine-2-carboxylic acid ethyl ester (example 1, step 4) and 5-Pyrimidineboronic acid in accordance with the general method of example 1, step 6 to yield the final compound as a white solid, MS (ISP): m/e=244.3 (M+H)+. Starting materials: O=C([O-])[O-], CCOCC, CN(C)C=O, Sc1ccc(Cl)cc1, Cc1ccnc(C(O)c2cc(F)ccc2F)c1, [K+], [K+], O=S(Cl)Cl. Product: Cc1ccnc(C(Sc2ccc(Cl)cc2)c2cc(F)ccc2F)c1. RXN SMILES: [C:26](=[O:27])([O-:28])[O-:29].[CH3:32][CH2:33][O:34][CH2:35][CH3:36].[CH3:41][N:42]([CH3:43])[CH:44]=[O:45].[Cl:18][c:19]1[cH:20][cH:21][c:22]([SH:25])[cH:23][cH:24]1.[F:1][c:2]1[c:3]([CH:9]([c:10]2[n:11][cH:12][cH:13][c:14]([CH3:16])[cH:15]2)[OH:17])[cH:4][c:5]([F:8])[cH:6][cH:7]1.[K+:30].[K+:31].[S:37]([Cl:38])([Cl:39])=[O:40]>>[F:1][c:2]1[c:3]([CH:9]([c:10]2[n:11][cH:12][cH:13][c:14]([CH3:16])[cH:15]2)[S:25][c:22]2[cH:21][cH:20][c:19]([Cl:18])[cH:24][cH:23]2)[cH:4][c:5]([F:8])[cH:6][cH:7]1. The reactants are BrC1=CC=C(C=C1)C1=C(C(=NO1)C)C(O)C=1N=NN(C1)CC1=C(C=CC=C1)Cl ([5-(4-Bromo-phenyl)-3-methyl-isoxazol-4-yl]-[1-(2-chloro-benzyl)-1H-[1,2,3]triazol-4-yl]-methanol), C(C)OC(=O)C1(CC1)C1=CC=C(C=C1)B1OC(C(O1)(C)C)(C)C (1-[4-(4,4,5,5-tetramethyl-[1,3,2]dioxaborolan-2-yl)-phenyl]-cyclopropanecarboxylic acid ethyl ester). Product: C(C)OC(=O)C1(CC1)C1=CC=C(C=C1)C1=CC=C(C=C1)C1=C(C(=NO1)C)C(O)C=1N=NN(C1)CC1=C(C=CC=C1)Cl (1-[4′-(4-{[1-(2-Chloro-benzyl)-1H-[1,2,3]triazol-4-yl]-hydroxy-methyl}-3-methyl-isoxazol-5-yl)-biphenyl-4-yl]-cyclopropanecarboxylic acid ethyl ester). RXN SMILES: Br[C:2]1[CH:7]=[CH:6][C:5]([C:8]2[O:12][N:11]=[C:10]([CH3:13])[C:9]=2[CH:14]([C:16]2[N:17]=[N:18][N:19]([CH2:21][C:22]3[CH:27]=[CH:26][CH:25]=[CH:24][C:23]=3[Cl:28])[CH:20]=2)[OH:15])=[CH:4][CH:3]=1.[CH2:29]([O:31][C:32]([C:34]1([C:37]2[CH:42]=[CH:41][C:40](B3OC(C)(C)C(C)(C)O3)=[CH:39][CH:38]=2)[CH2:36][CH2:35]1)=[O:33])[CH3:30]>>[CH2:29]([O:31][C:32]([C:34]1([C:37]2[CH:42]=[CH:41][C:40]([C:2]3[CH:3]=[CH:4][C:5]([C:8]4[O:12][N:11]=[C:10]([CH3:13])[C:9]=4[CH:14]([C:16]4[N:17]=[N:18][N:19]([CH2:21][C:22]5[CH:27]=[CH:26][CH:25]=[CH:24][C:23]=5[Cl:28])[CH:20]=4)[OH:15])=[CH:6][CH:7]=3)=[CH:39][CH:38]=2)[CH2:35][CH2:36]1)=[O:33])[CH3:30]. Procedure details: Prepared according to the procedure described in Example 1, Step 10, using [5-(4-Bromo-phenyl)-3-methyl-isoxazol-4-yl]-[1-(2-chloro-benzyl)-1H-[1,2,3]triazol-4-yl]-methanol and 1-[4-(4,4,5,5-tetramethyl-[1,3,2]dioxaborolan-2-yl)-phenyl]-cyclopropanecarboxylic acid ethyl ester. Starting materials: CCC(=O)N(c1ccccc1)C1(COC)CCN(CCc2ccc([N+](=O)[O-])cc2)CC1, CO, [H][H]. Yields the product CCC(=O)N(c1ccccc1)C1(COC)CCN(CCc2ccc(N)cc2)CC1. RXN SMILES: [CH3:1][O:2][CH2:3][C:4]1([N:21]([C:22]([CH2:23][CH3:24])=[O:25])[c:26]2[cH:27][cH:28][cH:29][cH:30][cH:31]2)[CH2:5][CH2:6][N:7]([CH2:10][CH2:11][c:12]2[cH:13][cH:14][c:15]([N+:18]([O-:19])=[O:20])[cH:16][cH:17]2)[CH2:8][CH2:9]1.[CH3:34][OH:35].[H:32][H:33]>>[CH3:1][O:2][CH2:3][C:4]1([N:21]([C:22]([CH2:23][CH3:24])=[O:25])[c:26]2[cH:27][cH:28][cH:29][cH:30][cH:31]2)[CH2:5][CH2:6][N:7]([CH2:10][CH2:11][c:12]2[cH:13][cH:14][c:15]([NH2:18])[cH:16][cH:17]2)[CH2:8][CH2:9]1. Procedure: This was prepared by the method reported by Schlack and Koller in Aromatic aliphatic diketones. P Schlack and W Koller. Ger. 1,086,711 Aug. 11, 1960. The title compound was prepare by treatment of orthocresol (2.2 moles) with sebacic acid (1 mole) in the presence of polyphosphoric acid (3 moles). The mixture was stirred for 4 hrs at 80° C. and poured to ice-water after cooling. The precipitant was filtered, dissolved in ethyl acetate and washed with water three times. The solvent was evaporated ... Product: OC1=C(C=C(C=C1)CCCCCCCCCCC1=CC(=C(C=C1)O)C)C (1,10-Bis(4-hydroxy-3-methylphenyl)decane), OC1=C(C=C(C=C1)C(CCCCCCCCC(=O)C1=CC(=C(C=C1)O)C)=O)C (1,10-bis(4-hydroxy-3-methylphenyl)decane-1,10-dione). Reaction conditions: temperature 80 celsius, time 4 hour. Starting materials: ice water, C1(=CC=CC=C1O)C (orthocresol), C(CCCCCCCCC(=O)O)(=O)O (sebacic acid), polyphosphoric acid. As a reaction SMILES: [C:1]1([CH3:8])[C:6]([OH:7])=[CH:5][CH:4]=[CH:3][CH:2]=1.[C:9]([OH:22])(=O)[CH2:10][CH2:11][CH2:12][CH2:13][CH2:14][CH2:15][CH2:16][CH2:17][C:18]([OH:20])=O>>[OH:7][C:6]1[CH:5]=[CH:4][C:3]([CH2:3][CH2:4][CH2:5][CH2:6][CH2:18][CH2:17][CH2:16][CH2:15][CH2:14][CH2:13][C:12]2[CH:11]=[CH:10][C:9]([OH:22])=[C:1]([CH3:8])[CH:2]=2)=[CH:2][C:1]=1[CH3:8].[OH:7][C:6]1[CH:5]=[CH:4][C:3]([C:18](=[O:20])[CH2:17][CH2:16][CH2:15][CH2:14][CH2:13][CH2:12][CH2:11][CH2:10][C:9]([C:3]2[CH:4]=[CH:5][C:6]([OH:7])=[C:1]([CH3:8])[CH:2]=2)=[O:22])=[CH:2][C:1]=1[CH3:8]. The solvent is Aromatic aliphatic diketones.